From a dataset of the Open Reaction Database (ORD), a public repository of structured organic reaction records. describe an organic reaction: reactants, conditions, products, and yield The reactants are B, ClCCl, Cc1ccc(I)cc1C(=O)O, C1CCOC1, C1CCOC1, O=[Mn]=O. Yields the product Cc1ccc(I)cc1C=O. RXN SMILES: [BH3:17].[Cl:18][CH2:19][Cl:20].[I:1][c:2]1[cH:3][cH:4][c:5]([CH3:11])[c:6]([C:7](=[O:8])[OH:9])[cH:10]1.[O:12]1[CH2:13][CH2:14][CH2:15][CH2:16]1.[O:21]1[CH2:22][CH2:23][CH2:24][CH2:25]1.[O:26]=[Mn:27]=[O:28]>>[I:1][c:2]1[cH:3][cH:4][c:5]([CH3:11])[c:6]([CH:7]=[O:8])[cH:10]1. Conditions: time 1 hour. The reactants are solution, Cl (hydrogen chloride), C(C(C)(C)C)(=O)OCCN(C)CCOCCC1=CC2=C(SC=C2)C=C1 (2-{[2-(2-benzo[b]thiophen-5-ylethoxy)ethyl]-(methyl)amino}ethyl pivalate). Reaction SMILES: [C:1]([O:7][CH2:8][CH2:9][N:10]([CH2:12][CH2:13][O:14][CH2:15][CH2:16][C:17]1[CH:25]=[CH:24][C:20]2[S:21][CH:22]=[CH:23][C:19]=2[CH:18]=1)[CH3:11])(=[O:6])[C:2]([CH3:5])([CH3:4])[CH3:3].[ClH:26]>C(OCC)(=O)C.C(OC(C)C)(C)C>[ClH:26].[C:1]([O:7][CH2:8][CH2:9][N:10]([CH2:12][CH2:13][O:14][CH2:15][CH2:16][C:17]1[CH:25]=[CH:24][C:20]2[S:21][CH:22]=[CH:23][C:19]=2[CH:18]=1)[CH3:11])(=[O:6])[C:2]([CH3:5])([CH3:4])[CH3:3] |f:4.5|. Procedure details: In 3.2 mL of ethyl acetate is dissolved 0.54 g of 2-{[2-(2-benzo[b]thiophen-5-ylethoxy)ethyl]-(methyl)amino}ethyl pivalate, to which is added 0.53 ml of 3.6 mol/L solution of dry hydrogen chloride in ethyl acetate. The mixture is stirred at ambient temperature for one hour. The reaction mixture is diluted with 5 mL of diisopropyl ether and stirred at ambient temperature for one hour. The deposited crystal is collected by filtration, washed with ethyl acetate and dried to obtain 0.46 g of 2-{[2-(... The solvent is C(C)(=O)OCC (ethyl acetate), C(C)(=O)OCC (ethyl acetate), C(C)(C)OC(C)C (diisopropyl ether). Yields the product Cl.C(C(C)(C)C)(=O)OCCN(C)CCOCCC1=CC2=C(SC=C2)C=C1 (2-{[2-(2-benzo[b]thiophen-5-ylethoxy)ethyl](methyl)amino}ethyl pivalate hydrochloride). The reactants are CC(=O)OCCNC(=O)Nc1ccc2c(c1)C(c1ccccc1F)=NCC(=O)N2C, O=C([O-])O, ClCCl, CC(=O)O, CO, [Na+]. Yields the product CN1C(=O)CN=C(c2ccccc2F)c2cc(NC(=O)NCCO)ccc21. RXN SMILES: [C:1](=[O:2])([CH3:3])[O:4][CH2:5][CH2:6][NH:7][C:8](=[O:9])[NH:10][c:11]1[cH:12][cH:13][c:14]2[c:15]([cH:30]1)[C:16]([c:23]1[c:24]([F:29])[cH:25][cH:26][cH:27][cH:28]1)=[N:17][CH2:18][C:19](=[O:22])[N:20]2[CH3:21].[C:35](=[O:36])([OH:37])[O-:38].[CH2:42]([Cl:43])[Cl:44].[CH3:31][C:32](=[O:33])[OH:34].[CH3:40][OH:41].[Na+:39]>>[OH:4][CH2:5][CH2:6][NH:7][C:8](=[O:9])[NH:10][c:11]1[cH:12][cH:13][c:14]2[c:15]([cH:30]1)[C:16]([c:23]1[c:24]([F:29])[cH:25][cH:26][cH:27][cH:28]1)=[N:17][CH2:18][C:19](=[O:22])[N:20]2[CH3:21]. Reactants: BrC1=C(CCN)C=CC=C1 (2-bromophenethylamine), N1=CC=CC=C1 (pyridine), FC(C1=CC=C(C(=O)Cl)C=C1)(F)F (4-(trifluoromethyl)benzoyl chloride). Solvent: O (water). Reaction conditions: time 1 hour. Product: BrC1=C(CCNC(C2=CC=C(C=C2)C(F)(F)F)=O)C=CC=C1 (N-(2-bromophenethyl)-4-(trifluoromethyl)benzamide). RXN SMILES: [Br:1][C:2]1[CH:10]=[CH:9][CH:8]=[CH:7][C:3]=1[CH2:4][CH2:5][NH2:6].N1C=CC=CC=1.[F:17][C:18]([F:29])([F:28])[C:19]1[CH:27]=[CH:26][C:22]([C:23](Cl)=[O:24])=[CH:21][CH:20]=1>O>[Br:1][C:2]1[CH:10]=[CH:9][CH:8]=[CH:7][C:3]=1[CH2:4][CH2:5][NH:6][C:23](=[O:24])[C:22]1[CH:26]=[CH:27][C:19]([C:18]([F:17])([F:28])[F:29])=[CH:20][CH:21]=1. Procedure: To a 100 mL round-bottomed flask was added 2-bromophenethylamine (1800 mg, 9 mmol, Aldrich), pyridine (5 mL), 4-(trifluoromethyl)benzoyl chloride (2 mL, 9 mmol, Fluka). The reaction mixture was stirred at RT for 1 h. The reaction mixture was diluted with water (30 mL) and extracted with EtOAc (2×50 mL). The organic extract was washed with water (30 mL), saturated NaCl (30 mL), dried over Na2SO4, filtered and concentrated in vacuo and the residue was purified by silica gel chromatography, eluting...